Dataset: the Open Reaction Database (ORD), a public repository of structured organic reaction records. Task: describe an organic reaction: reactants, conditions, products, and yield Reactants: C(C)(=O)O[BH-](OC(C)=O)OC(C)=O.[Na+] (sodium triacetoxy borohydride), ClC1=C(C=CC=C1OC1CCNCC1)[C@@H](C)OC1=C(SC(=C1)N1C=NC2=C1C=CC(=C2)C=2C=NN(C2)C)C(=O)N (3-({(1R)-1-[2-Chloro-3-(4-piperidinyloxy)phenyl]ethyl}oxy)-5-[5-(1-methyl-1H-pyrazol-4-yl)-1H-benzimidazol-1-yl]-2-thiophenecarboxamide), C=O (formaldehyde), C(C)(=O)O (acetic acid). Solvent: C(Cl)Cl (DCM), C(Cl)Cl (DCM), CO (MeOH). Reaction conditions: time 1 hour. Product: ClC1=C(C=CC=C1OC1CCN(CC1)C)[C@@H](C)OC1=C(SC(=C1)N1C=NC2=C1C=CC(=C2)C=2C=NN(C2)C)C(=O)N (3-[((1R)-1-{2-Chloro-3-[(1-methyl-4-piperidinyl)oxy]phenyl}ethyl)oxy]-5-[5-(1-methyl-1H-pyrazol-4-yl)-1H-benzimidazol-1-yl]-2-thiophenecarboxamide). The yield is 84.6%. As a reaction SMILES: [Cl:1][C:2]1[C:7]([O:8][CH:9]2[CH2:14][CH2:13][NH:12][CH2:11][CH2:10]2)=[CH:6][CH:5]=[CH:4][C:3]=1[C@H:15]([O:17][C:18]1[CH:22]=[C:21]([N:23]2[C:27]3[CH:28]=[CH:29][C:30]([C:32]4[CH:33]=[N:34][N:35]([CH3:37])[CH:36]=4)=[CH:31][C:26]=3[N:25]=[CH:24]2)[S:20][C:19]=1[C:38]([NH2:40])=[O:39])[CH3:16].C=O.[C:43](O)(=O)C.C(O[BH-](OC(=O)C)OC(=O)C)(=O)C.[Na+]>C(Cl)Cl.CO>[Cl:1][C:2]1[C:7]([O:8][CH:9]2[CH2:14][CH2:13][N:12]([CH3:43])[CH2:11][CH2:10]2)=[CH:6][CH:5]=[CH:4][C:3]=1[C@H:15]([O:17][C:18]1[CH:22]=[C:21]([N:23]2[C:27]3[CH:28]=[CH:29][C:30]([C:32]4[CH:33]=[N:34][N:35]([CH3:37])[CH:36]=4)=[CH:31][C:26]=3[N:25]=[CH:24]2)[S:20][C:19]=1[C:38]([NH2:40])=[O:39])[CH3:16] |f:3.4|. Reported procedure: To a solution of 3-({(1R)-1-[2-chloro-3-(4-piperidinyloxy)phenyl]ethyl}oxy)-5-[5-(1-methyl-1H-pyrazol-4-yl)-1H-benzimidazol-1-yl]-2-thiophenecarboxamide (Example 47, 230 mg, 0.40 mmol) in DCM (4 mL) and MeOH (2 mL) was added formaldehyde (0.033 mL, 1.2 mmol) and acetic acid (0.046 mL, 0.80 mmol) followed by sodium triacetoxy borohydride (0.17 g, 0.80 mmol). The solution was stirred for 1 h. The solution was diluted with DCM (20 mL) and washed with sat'd NaHCO3 solution (10 mL). The organic layer... Reactants: OCC(=O)[C@@H](O)[C@H](O)[C@@H](O)CO (L-sorbose), [Sb](F)(F)(F)(F)F (antimony pentafluoride). The solvent is CC(=O)C (acetone). Conditions: temperature 60 celsius, time 6 hour. Product: CC1(OCC2C(O1)C3C(O2)(OC(O3)(C)C)CO)C (2,3:4,6-di-O-isopropylidene-α-L-sorbofuranose). The yield is 164.6%. Reaction SMILES: [OH:1][CH2:2][C:3]([C@H:5]([C@@H:7]([C@H:9]([CH2:11][OH:12])[OH:10])[OH:8])[OH:6])=[O:4].[Sb](F)(F)(F)(F)F>CC(C)=O>[CH3:2][C:3]1([CH3:5])[O:6][CH:5]2[CH:7]3[O:8][C:9]([CH3:11])([CH3:7])[O:10][C:9]3([CH2:11][OH:12])[O:4][CH:3]2[CH2:2][O:1]1. Procedure details: To 200 ml of acetone were added 10.0 g of L-sorbose and 65.0 mg of antimony pentafluoride, and the mixture was refluxed with stirring in a water bath of 60° C. for 6 hours. During this reaction, the refluxing solvent was dried with 20 g of Molecular Sieves 3A interposed between the reaction vessel and the condenser. The quantitative analysis of the reaction solution according to the same procedure as described in Example 14 showed that there was obtained 11.89 g (82.3%) of 2,3:4,6-di-O-isopropyl... Starting materials: FC=1C=C(C=C(C1F)F)Br (3,4,5-trifluorobromobenzene), argon-inertized, [Mg] (magnesium), FC=1C=C(C=C(C1F)F)Br (3,4,5-trifluorobromobenzene), Cl (hydrochloric acid), B(OC)(OC)OC (trimethyl borate). Conditions: temperature 32 celsius, time 2.5 hour. Yields the product solution, FC=1C=C(C=C(C1F)F)B(O)O (3,4,5-trifluorophenylboronic acid). Isolated yield 40.0%. As a reaction SMILES: [Mg].[F:2][C:3]1[CH:4]=[C:5](Br)[CH:6]=[C:7]([F:10])[C:8]=1[F:9].[B:12](OC)([O:15]C)[O:13]C.Cl>>[F:2][C:3]1[CH:4]=[C:5]([B:12]([OH:15])[OH:13])[CH:6]=[C:7]([F:10])[C:8]=1[F:9]. Procedure: A nitrogen- or argon-inertized reactor was initially charged with 83.2 g (3.42 mol) of magnesium turnings and then 1646.2 g of dry, unstabilized tetrahydrofuran were added. 30 g (0.14 mol) of 3,4,5-trifluorobromobenzene were added dropwise at 25° C. with stirring and the startup of the Grignard reaction was awaited. The startup of the Grignard reaction was perceptible by a spontaneous temperature increase to approx. 32° C. Subsequently, 571.9 g (2.71 mol) of further 3,4,5-trifluorobromobenzene w...